This data is from the Open Reaction Database (ORD), a public repository of structured organic reaction records. The task is: describe an organic reaction: reactants, conditions, products, and yield The reactants are BrC(Cl)(Cl)Cl (Bromotrichloromethane), CC1=C(C=C(C=C1)C)CC(=O)N1CCC(CC1)C=1OCC(N1)C(=O)OC (methyl 2-[1-[(2,5-dimethylphenyl)acetyl]-4-piperidinyl]-4,5-dihydro-4-oxazolecarboxylate), CC1=C(C=C(C=C1)C)CC(=O)N1CCC(CC1)C=1OCC(N1)C(=O)OC (methyl 2-[1-[(2,5-dimethylphenyl)acetyl]-4-piperidinyl]-4,5-dihydro-4-oxazolecarboxylate), N12CCCCCC2=NCCC1 (1,8-diazabicyclo[5.4.0]undec-7-ene). Run in ClCCl (dichloromethane). Conditions: temperature 0 celsius, time 6 hour. Yields the product CC1=C(C=C(C=C1)C)CC(=O)N1CCC(CC1)C=1OC=C(N1)C(=O)OC (methyl 2-[1-[(2,5-dimethylphenyl)acetyl]-4-piperidinyl]-4-oxazolecarboxylate). Reaction SMILES: [CH3:1][C:2]1[CH:7]=[CH:6][C:5]([CH3:8])=[CH:4][C:3]=1[CH2:9][C:10]([N:12]1[CH2:17][CH2:16][CH:15]([C:18]2[O:19][CH2:20][CH:21]([C:23]([O:25][CH3:26])=[O:24])[N:22]=2)[CH2:14][CH2:13]1)=[O:11].N12CCCN=C1CCCCC2.BrC(Cl)(Cl)Cl>ClCCl>[CH3:1][C:2]1[CH:7]=[CH:6][C:5]([CH3:8])=[CH:4][C:3]=1[CH2:9][C:10]([N:12]1[CH2:17][CH2:16][CH:15]([C:18]2[O:19][CH:20]=[C:21]([C:23]([O:25][CH3:26])=[O:24])[N:22]=2)[CH2:14][CH2:13]1)=[O:11]. Procedure: To a solution of methyl 2-[1-[(2,5-dimethylphenyl)acetyl]-4-piperidinyl]-4,5-dihydro-4-oxazolecarboxylate (i.e. the product of Example 9, Step D) (1.09 g, 3.04 mmol) in 25 mL of dichloromethane at 0° C. was added 1,8-diazabicyclo[5.4.0]undec-7-ene (508 mg, 3.34 mmol). Bromotrichloromethane (662 mg, 3.34 mmol) was then added dropwise over 5 minutes. The reaction mixture was stirred for 6 h at 0° C. The reaction mixture was washed with saturated aqueous ammonium chloride (2×50 mL), the aqueous pha... Reactants: CC(=O)OC(C)=O, CCOC(C)=O, O=C1NC(=O)C(Cc2ccc(NC(=O)c3cc(=O)c4c(O)cccc4o3)cc2)S1, O. Product: CC(=O)Oc1cccc2oc(C(=O)Nc3ccc(CC4SC(=O)NC4=O)cc3)cc(=O)c12. Reaction SMILES: [CH3:30][C:31](=[O:32])[O:33][C:34](=[O:35])[CH3:36].[CH3:38][CH2:39][O:40][C:41](=[O:42])[CH3:43].[O:1]=[C:2]1[S:3][CH:4]([CH2:8][c:9]2[cH:10][cH:11][c:12]([NH:15][C:16](=[O:17])[c:18]3[o:19][c:20]4[c:21]([c:22](=[O:24])[cH:23]3)[c:25]([OH:29])[cH:26][cH:27][cH:28]4)[cH:13][cH:14]2)[C:5](=[O:7])[NH:6]1.[OH2:37]>>[O:1]=[C:2]1[S:3][CH:4]([CH2:8][c:9]2[cH:10][cH:11][c:12]([NH:15][C:16](=[O:17])[c:18]3[o:19][c:20]4[c:21]([c:22](=[O:24])[cH:23]3)[c:25]([O:29][C:31]([CH3:30])=[O:32])[cH:26][cH:27][cH:28]4)[cH:13][cH:14]2)[C:5](=[O:7])[NH:6]1. The reactants are COC1=CC=2CC[C@H]3[C@@H]4CCC([C@@]4(CC)CC[C@@H]3C2C=C1)=O (3-methoxy-18-methyl-1,3,5(10)-estratrien-17-one), C1(=CC=C(C=C1)S(=O)(=O)O)C (p-toluenesulfonic acid), C(=C)(C)CC(=O)[O-] (isopropenylacetate). Solvent: C(C)(=O)OCC (ethyl acetate). Yields the product C(C)(=O)OC=1[C@]2(CC)[C@@H](CC1)[C@@H]1CCC=3C=C(C=CC3[C@H]1CC2)OC (17-acetoxy-3-methoxy-18-methyl-1,3,5(10),16-estratetraene). RXN SMILES: [CH3:1][O:2][C:3]1[CH:21]=[CH:20][C:19]2[C@@H:18]3[C@H:8]([C@H:9]4[C@@:13]([CH2:16][CH2:17]3)([CH2:14][CH3:15])[C:12](=[O:22])[CH2:11][CH2:10]4)[CH2:7][CH2:6][C:5]=2[CH:4]=1.C1(C)C=CC(S(O)(=O)=O)=CC=1.C([CH2:37][C:38]([O-])=[O:39])(C)=C>C(OCC)(=O)C>[C:38]([O:22][C:12]1[C@:13]2([CH2:16][CH2:17][C@H:18]3[C@@H:8]([CH2:7][CH2:6][C:5]4[CH:4]=[C:3]([O:2][CH3:1])[CH:21]=[CH:20][C:19]=43)[C@@H:9]2[CH2:10][CH:11]=1)[CH2:14][CH3:15])(=[O:39])[CH3:37]. Reported procedure: 30 g of 3-methoxy-18-methyl-1,3,5(10)-estratrien-17-one [J. Org. Chem. 40 (1975) 681] is stirred for 22 hours at 120° C. in 200 ml of isopropenylacetate with 1.5 g of p-toluenesulfonic acid. It is then diluted with ethyl acetate, washed with sodium carbonate and a common salt (NaCl) solution, dried over sodium sulfate and concentrated. After chromatography, 27.6 g of 17-acetoxy-3-methoxy-18-methyl-1,3,5(10),16-estratetraene with a melting point of 105°-106° C. is obtained. Starting materials: FC1=CC(=C(C=C1)C(CCN1CCC(CC1)S(=O)(=O)C)=O)NC1=CC=CC=C1 (1-(4-fluoro-2-phenylamino-phenyl)-3-(4-methanesulfonyl-piperidin-1-yl)-propan-1-one), C[Si](C)(C)[N-][Si](C)(C)C.[Na+] (NaHMDS), COC(C(=O)Cl)=O (chloro-oxoacetic acid methyl ester). Run in C1CCOC1 (THF). Reaction conditions: temperature 0 celsius, time 5 minute. The product is COC(=O)C=1N(C2=CC(=CC=C2C(C1CN1CCC(CC1)S(=O)(=O)C)=O)F)C1=CC=CC=C1 (7-fluoro-3-(4-methanesulfonyl-piperidin-1-ylmethyl)-4-oxo-1-phenyl-1,4-dihydro-quinoline-2-carboxylic acid methyl ester). Reaction SMILES: [F:1][C:2]1[CH:7]=[CH:6][C:5]([C:8](=[O:21])[CH2:9][CH2:10][N:11]2[CH2:16][CH2:15][CH:14]([S:17]([CH3:20])(=[O:19])=[O:18])[CH2:13][CH2:12]2)=[C:4]([NH:22][C:23]2[CH:28]=[CH:27][CH:26]=[CH:25][CH:24]=2)[CH:3]=1.C[Si]([N-][Si](C)(C)C)(C)C.[Na+].[CH3:39][O:40][C:41](=[O:45])[C:42](Cl)=O>C1COCC1>[CH3:39][O:40][C:41]([C:42]1[N:22]([C:23]2[CH:24]=[CH:25][CH:26]=[CH:27][CH:28]=2)[C:4]2[C:5]([C:8](=[O:21])[C:9]=1[CH2:10][N:11]1[CH2:16][CH2:15][CH:14]([S:17]([CH3:20])(=[O:18])=[O:19])[CH2:13][CH2:12]1)=[CH:6][CH:7]=[C:2]([F:1])[CH:3]=2)=[O:45] |f:1.2|. Procedure: To a 0° C. solution of 1-(4-fluoro-2-phenylamino-phenyl)-3-(4-methanesulfonyl-piperidin-1-yl)-propan-1-one (500 mg) in THF (8 mL) under N2 was added NaHMDS (3.1 mL, 1 M in THF). After 5 min, chloro-oxoacetic acid methyl ester (0.28 mL) was added, and the mixture stirred for 2 h at 0° C., then for 1 h at RT. The reaction mixture was quenched with NH4Cl (sat'd aq), extracted with EtOAc, and chromatographed (0-20% MeOH/DCM) to provide 7-fluoro-3-(4-methanesulfonyl-piperidin-1-ylmethyl)-4-oxo-1-phen... The reactants are CN(C)C=O, CCOC(=O)CC(=O)CCl, CCc1n[nH]c(CC)c1Oc1cc(Cl)cc(Cl)c1, [H-], [H][H], [Na+]. The product is CCOC(=O)CC(=O)Cn1nc(CC)c(Oc2cc(Cl)cc(Cl)c2)c1CC. As a reaction SMILES: [CH3:33][N:34]([CH3:35])[CH:36]=[O:37].[Cl:23][CH2:24][C:25]([CH2:26][C:27](=[O:28])[O:29][CH2:30][CH3:31])=[O:32].[Cl:3][c:4]1[cH:5][c:6]([O:7][c:8]2[c:9]([CH2:15][CH3:16])[n:10][nH:11][c:12]2[CH2:13][CH3:14])[cH:17][c:18]([Cl:20])[cH:19]1.[H-:1].[H:21][H:22].[Na+:2]>>[Cl:3][c:4]1[cH:5][c:6]([O:7][c:8]2[c:9]([CH2:15][CH3:16])[n:10]([CH2:24][C:25]([CH2:26][C:27](=[O:28])[O:29][CH2:30][CH3:31])=[O:32])[n:11][c:12]2[CH2:13][CH3:14])[cH:17][c:18]([Cl:20])[cH:19]1. The reactants are O=[Ag], BrC12CCCC(C1)C1CCC2C1, CCCCO. Yields the product CCCCOC12CCCC(C1)C1CCC2C1. Reaction SMILES: [Ag:18]=[O:19].[Br:1][C:2]12[CH:3]3[CH2:4][CH2:5][CH:6]([CH:7]([CH2:8][CH2:9][CH2:10]1)[CH2:11]2)[CH2:12]3.[CH2:13]([CH2:14][CH2:15][CH3:16])[OH:17]>>[C:2]12([O:17][CH2:13][CH2:14][CH2:15][CH3:16])[CH:3]3[CH2:4][CH2:5][CH:6]([CH:7]([CH2:8][CH2:9][CH2:10]1)[CH2:11]2)[CH2:12]3. Starting materials: BrC1=C(C=CC(=C1)F)C1N=C(NC(=C1C(=O)OCC)CBr)C=1SC=CN1 (Ethyl 4-(2-bromo-4-fluorophenyl)-6-(bromomethyl)-2-(thiazol-2-yl)-1,4-dihydropyrimidine-5-carboxylate), N1C(COCC1)CC(CO)CO (2-(morpholin-3-ylmethyl)propane-1,3-diol). Product: BrC1=C(C=CC(=C1)F)C1N=C(NC(=C1C(=O)OCC)CN1C(COCC1)CC(CO)CO)C=1SC=CN1 (Ethyl 4-(2-bromo-4-fluorophenyl)-6-((3-(3-hydroxy-2-(hydroxymethyl)propyl)morpholino)methyl)-2-(thiazol-2-yl)-1,4-dihydropyrimidine-5-carboxylate). Yield: 44.3%. RXN SMILES: [Br:1][C:2]1[CH:7]=[C:6]([F:8])[CH:5]=[CH:4][C:3]=1[CH:9]1[C:14]([C:15]([O:17][CH2:18][CH3:19])=[O:16])=[C:13]([CH2:20]Br)[NH:12][C:11]([C:22]2[S:23][CH:24]=[CH:25][N:26]=2)=[N:10]1.[NH:27]1[CH2:32][CH2:31][O:30][CH2:29][CH:28]1[CH2:33][CH:34]([CH2:37][OH:38])[CH2:35][OH:36]>>[Br:1][C:2]1[CH:7]=[C:6]([F:8])[CH:5]=[CH:4][C:3]=1[CH:9]1[C:14]([C:15]([O:17][CH2:18][CH3:19])=[O:16])=[C:13]([CH2:20][N:27]2[CH2:32][CH2:31][O:30][CH2:29][CH:28]2[CH2:33][CH:34]([CH2:37][OH:38])[CH2:35][OH:36])[NH:12][C:11]([C:22]2[S:23][CH:24]=[CH:25][N:26]=2)=[N:10]1. Procedure: Ethyl 4-(2-bromo-4-fluorophenyl)-6-(bromomethyl)-2-(thiazol-2-yl)-1,4-dihydropyrimidine-5-carboxylate (0.34 g, 0.68 mmol) was reacted with 2-(morpholin-3-ylmethyl)propane-1,3-diol (0.12 g, 0.68 mmol) according to the procedure as described in Example 25, Step B to give the title compound as a yellow solid (0.18 g, 44%). The compound was characterized by the following spectroscopic data: Starting materials: CCOC(C)=O, CCCC(O)C(CC=Cc1ccccc1)C(=O)OCC. Product: CCCC(O)C(CCCc1ccccc1)C(=O)OCC. As a reaction SMILES: [CH3:21][CH2:22][O:23][C:24]([CH3:25])=[O:26].[c:1]1([CH:7]=[CH:8][CH2:9][CH:10]([C:11](=[O:12])[O:13][CH2:14][CH3:15])[CH:16]([CH2:17][CH2:18][CH3:19])[OH:20])[cH:2][cH:3][cH:4][cH:5][cH:6]1>>[c:1]1([CH2:7][CH2:8][CH2:9][CH:10]([C:11](=[O:12])[O:13][CH2:14][CH3:15])[CH:16]([CH2:17][CH2:18][CH3:19])[OH:20])[cH:2][cH:3][cH:4][cH:5][cH:6]1.